describe an organic reaction: reactants, conditions, products, and yield From a dataset of the Open Reaction Database (ORD), a public repository of structured organic reaction records. Starting materials: C(C)SC1=C(C(=O)NC=2C(=NC=C(C2)C(F)(F)F)NCCC)C=CC=C1 (2-ethylsulfanyl-N-(2-propylamino-5-trifluoromethyl-pyridin-3-yl)-benzamide), O.C1(=CC=C(C=C1)S(=O)(=O)O)C (p-toluenesulfonic acid monohydrate), C(O)([O-])=O.[Na+] (sodium hydrogen carbonate). Solvent: C=1(C(=CC=CC1)C)C (xylene). Run at temperature 160 celsius. The product is C(C)SC1=C(C=CC=C1)C1=NC=2C(=NC=C(C2)C(F)(F)F)N1CCC (2-(2-ethylsulfanylphenyl)-3-propyl-6-trifluoromethyl-3H-imidazo[4,5-b]pyridine). The yield is 77.1%. Reaction SMILES: [CH2:1]([S:3][C:4]1[CH:26]=[CH:25][CH:24]=[CH:23][C:5]=1[C:6]([NH:8][C:9]1[C:10]([NH:19][CH2:20][CH2:21][CH3:22])=[N:11][CH:12]=[C:13]([C:15]([F:18])([F:17])[F:16])[CH:14]=1)=O)[CH3:2].O.C1(C)C=CC(S(O)(=O)=O)=CC=1.C(=O)([O-])O.[Na+]>C1(C)C(C)=CC=CC=1>[CH2:1]([S:3][C:4]1[CH:26]=[CH:25][CH:24]=[CH:23][C:5]=1[C:6]1[N:19]([CH2:20][CH2:21][CH3:22])[C:10]2=[N:11][CH:12]=[C:13]([C:15]([F:18])([F:17])[F:16])[CH:14]=[C:9]2[N:8]=1)[CH3:2] |f:1.2,3.4|. Procedure: A mixture of 2-ethylsulfanyl-N-(2-propylamino-5-trifluoromethyl-pyridin-3-yl)-benzamide (710 mg), p-toluenesulfonic acid monohydrate (1.1 g), and xylene (10 ml) was stirred with heating at 160° C. for 10 hours. Into the reaction mixture cooled to room temperature, saturated aqueous sodium hydrogen carbonate solution was poured, and extracted with ethyl acetate. The organic layer was dried over sodium sulfate, and concentrated under reduced pressure. The resulting residue was subjected to silica ...